Task: describe an organic reaction: reactants, conditions, products, and yield. Dataset: the Open Reaction Database (ORD), a public repository of structured organic reaction records Starting materials: CC(=O)Nc1ccc(C(=O)O)cc1[N+](=O)[O-], C1=C(C2=NNCCCCCCCC2)CCCCCCCCC1, CN(C)C=O, NS(=O)(=O)c1ccccc1. Yields the product CC(=O)Nc1ccc(C(=O)NS(=O)(=O)c2ccccc2)cc1[N+](=O)[O-]. RXN SMILES: [C:1]([CH3:2])(=[O:3])[NH:4][c:5]1[c:6]([N+:14](=[O:15])[O-:16])[cH:7][c:8]([C:9](=[O:10])[OH:11])[cH:12][cH:13]1.[C:27]1([C:28]2=[CH:38][CH2:37][CH2:36][CH2:35][CH2:34][CH2:33][CH2:32][CH2:31][CH2:30][CH2:29]2)=[N:48][NH:47][CH2:46][CH2:45][CH2:44][CH2:43][CH2:42][CH2:41][CH2:40][CH2:39]1.[CH3:49][N:50]([CH3:51])[CH:52]=[O:53].[c:17]1([S:23](=[O:24])(=[O:25])[NH2:26])[cH:18][cH:19][cH:20][cH:21][cH:22]1>>[C:1]([CH3:2])(=[O:3])[NH:4][c:5]1[c:6]([N+:14](=[O:15])[O-:16])[cH:7][c:8]([C:9](=[O:11])[NH:26][S:23]([c:17]2[cH:18][cH:19][cH:20][cH:21][cH:22]2)(=[O:24])=[O:25])[cH:12][cH:13]1. Reactants: ClC1=NC=C(C2=C(C=CC=C12)C)C(=O)O (1-chloro-5-methylisoquinolin-4-carboxylic acid), O=S1(CCNCC1)=O (1,1-dioxidothiomorpholine). Yields the product ClC1=NC=C(C2=C(C=CC=C12)C)C(=O)N1CCS(CC1)(=O)=O ((1-Chloro-5-methylisoquinolin-4-yl)(1,1-dioxidothiomorpholino)methanone). RXN SMILES: [Cl:1][C:2]1[C:11]2[C:6](=[C:7]([CH3:12])[CH:8]=[CH:9][CH:10]=2)[C:5]([C:13]([OH:15])=O)=[CH:4][N:3]=1.[O:16]=[S:17]1(=[O:23])[CH2:22][CH2:21][NH:20][CH2:19][CH2:18]1>>[Cl:1][C:2]1[C:11]2[C:6](=[C:7]([CH3:12])[CH:8]=[CH:9][CH:10]=2)[C:5]([C:13]([N:20]2[CH2:21][CH2:22][S:17](=[O:23])(=[O:16])[CH2:18][CH2:19]2)=[O:15])=[CH:4][N:3]=1. Procedure details: The title compound was prepared by using 1-chloro-5-methylisoquinolin-4-carboxylic acid (Intermediate-10) and 1,1-dioxidothiomorpholine by following the similar procedure as described for intermediate-11a.